Dataset: the Open Reaction Database (ORD), a public repository of structured organic reaction records. Task: describe an organic reaction: reactants, conditions, products, and yield Product: COC=1C=C(C=C(C1OC)OC)CCC(=O)O (3,4,5-trimethoxy-benzenepropanoic acid). Procedure details: 6.8 g of potassium carbonate were added to a solution of 21.44 g of 3,4,5-trimethoxyphenylpropenoic acid and 45 ml of water and the mixture was hydrogenated for one hour under a pressure of 1200-1300 mbar in the presence of 1.8 g of activated charcoal with 10% of palladium during which 2.1 liters of hydrogen were absorbed. Filtration was carried out, followed by washing with water and acidifying with 50 ml of hydrochloric acid (2 N). The product was separated off, washed with water and dried und... RXN SMILES: [C:1](=[O:4])([O-])[O-:2].[K+].[K+].[CH3:7][O:8][C:9]1[CH:10]=[C:11]([C:19](=C)[C:20](O)=O)[CH:12]=[C:13]([O:17][CH3:18])[C:14]=1[O:15][CH3:16].C.[H][H]>[Pd].O>[CH3:18][O:17][C:13]1[CH:12]=[C:11]([CH2:19][CH2:20][C:1]([OH:2])=[O:4])[CH:10]=[C:9]([O:8][CH3:7])[C:14]=1[O:15][CH3:16] |f:0.1.2|. The reagents and catalysts are [Pd] (palladium). The yield is 167.5%. The reactants are C (charcoal), [H][H] (hydrogen), C([O-])([O-])=O.[K+].[K+] (potassium carbonate), COC=1C=C(C=C(C1OC)OC)C(C(=O)O)=C (3,4,5-trimethoxyphenylpropenoic acid). Solvent: O (water). Reactants: O=C([O-])[O-], CCCOCc1ccc(COc2ccc3c(c2)C=C(C(=O)OC)CCS3(=O)=O)cc1, C1CCOC1, CO, [K+], [K+]. Product: CCCOCc1ccc(COc2ccc3c(c2)C=C(C(=O)O)CCS3(=O)=O)cc1. RXN SMILES: [C:31](=[O:32])([O-:33])[O-:34].[CH2:1]([CH2:2][CH3:3])[O:4][CH2:5][c:6]1[cH:7][cH:8][c:9]([CH2:10][O:11][c:12]2[cH:13][cH:14][c:15]3[c:16]([cH:28]2)[CH:17]=[C:18]([C:24](=[O:25])[O:26][CH3:27])[CH2:19][CH2:20][S:21]3(=[O:22])=[O:23])[cH:29][cH:30]1.[CH2:37]1[O:38][CH2:39][CH2:40][CH2:41]1.[CH3:42][OH:43].[K+:35].[K+:36]>>[CH2:1]([CH2:2][CH3:3])[O:4][CH2:5][c:6]1[cH:7][cH:8][c:9]([CH2:10][O:11][c:12]2[cH:13][cH:14][c:15]3[c:16]([cH:28]2)[CH:17]=[C:18]([C:24](=[O:25])[OH:26])[CH2:19][CH2:20][S:21]3(=[O:22])=[O:23])[cH:29][cH:30]1. Starting materials: CCC(CC)c1cccc2nc(Br)n(C)c12, [Li]CCCC, CCOCC, CCCCCC, Cc1cc(C)c(C=O)c(C)c1. Product: CCC(CC)c1cccc2nc(C(O)c3c(C)cc(C)cc3C)n(C)c12. As a reaction SMILES: [Br:12][c:13]1[n:14][c:15]2[c:16]([n:17]1[CH3:18])[c:19]([CH:23]([CH2:24][CH3:25])[CH2:26][CH3:27])[cH:20][cH:21][cH:22]2.[CH2:1]([Li:2])[CH2:3][CH2:4][CH3:5].[CH3:39][CH2:40][O:41][CH2:42][CH3:43].[CH3:6][CH2:7][CH2:8][CH2:9][CH2:10][CH3:11].[c:28]1([CH3:38])[c:29]([CH:36]=[O:37])[c:30]([CH3:35])[cH:31][c:32]([CH3:34])[cH:33]1>>[c:13]1([CH:36]([c:29]2[c:28]([CH3:38])[cH:33][c:32]([CH3:34])[cH:31][c:30]2[CH3:35])[OH:37])[n:14][c:15]2[c:16]([n:17]1[CH3:18])[c:19]([CH:23]([CH2:24][CH3:25])[CH2:26][CH3:27])[cH:20][cH:21][cH:22]2. RXN SMILES: S(Cl)([Cl:3])=O.O[CH2:6][CH2:7][N:8]([CH2:18]CO)[C:9]([NH:11][C:12]1[CH:17]=[CH:16][CH:15]=[CH:14][CH:13]=1)=[O:10].Cl[CH2:22][Cl:23]>>[Cl:3][CH2:6][CH2:7][N:8]([CH2:18][CH2:22][Cl:23])[C:9]([NH:11][C:12]1[CH:17]=[CH:16][CH:15]=[CH:14][CH:13]=1)=[O:10]. The reactants are S(=O)(Cl)Cl (thionyl chloride), OCCN(C(=O)NC1=CC=CC=C1)CCO (1,1-Bis(2-hydroxyethyl)-3-phenylurea), ClCCl (dichloromethane). The product is ClCCN(C(=O)NC1=CC=CC=C1)CCCl (1,1-Bis(2-chloroethyl)-3-phenylurea). Run at time 4 hour. Procedure details: 26.44 ml of thionyl chloride are added, at 0° C., to a solution of 0.173 mol of the product obtained in Step 1 in 100 ml of dichloromethane. After reacting for 4 hours at reflux and then for 12 hours at ambient temperature, the reaction mixture is concentrated under reduced pressure. Starting materials: Cl (HCl), [Na+].[Cl-] (NaCl), P(=O)([O-])([O-])[O-].[Na+].[Na+].[Na+] (sodium phosphate), C(CC(O)(C(=O)[O-])CC(=O)[O-])(=O)[O-].[Na+].[Na+].[Na+] (sodium citrate), B([O-])([O-])[O-].[Na+].[Na+].[Na+] (sodium borate), peptide. Run in C(C(CO)(CO)N)O (Tris). Product: P(=O)([O-])([O-])[O-] (phosphate), C(CC(O)(C(=O)[O-])CC(=O)[O-])(=O)[O-] (citrate), B([O-])([O-])[O-] (borate). As a reaction SMILES: Cl.[Na+].[Cl-].[P:4]([O-:8])([O-:7])([O-:6])=[O:5].[Na+].[Na+].[Na+].[C:12]([O-:24])(=[O:23])[CH2:13][C:14]([CH2:19][C:20]([O-:22])=[O:21])([C:16]([O-:18])=[O:17])[OH:15].[Na+].[Na+].[Na+].[B:28]([O-:31])([O-:30])[O-:29].[Na+].[Na+].[Na+]>C(O)C(N)(CO)CO>[P:4]([O-:8])([O-:7])([O-:6])=[O:5].[C:12]([O-:24])(=[O:23])[CH2:13][C:14]([CH2:19][C:20]([O-:22])=[O:21])([C:16]([O-:18])=[O:17])[OH:15].[B:28]([O-:31])([O-:30])[O-:29] |f:1.2,3.4.5.6,7.8.9.10,11.12.13.14|. Procedure: An air-water interface was prepared using peptide having SEQ ID NO:10 (5.0 μM in 25 mM Tris.HCl, 100 mM NaCl at pH 7.3). After aging, the interfacial elasticity modulus was 29 mN/m and the maximum interfacial stress was 0.5 mN/m. A mixed sodium phosphate, sodium citrate, sodium borate (PCB) buffer at pH 7.0 was then added to give bulk solution concentrations of 1 mM phosphate, 1 mM citrate, and 1 mM borate. After PCB addition and further aging, the interfacial elasticity modulus was 51 mN/m and ... The reactants are FC(F)(F)Br, CCN(CC)P(N(CC)CC)N(CC)CC, CC(C)=O, CC[Si](Cl)(CC)CC, ClCCl. Yields the product CC[Si](CC)(CC)C(F)(F)F. RXN SMILES: [Br:12][C:13]([F:14])([F:15])[F:16].[CH2:17]([N:18]([CH2:19][CH3:20])[P:21]([N:22]([CH2:23][CH3:24])[CH2:25][CH3:26])[N:27]([CH2:28][CH3:29])[CH2:30][CH3:31])[CH3:32].[CH3:33][C:34](=[O:35])[CH3:36].[Cl:1][Si:2]([CH2:3][CH3:4])([CH2:5][CH3:6])[CH2:7][CH3:8].[Cl:9][CH2:10][Cl:11]>>[Si:2]([CH2:3][CH3:4])([CH2:5][CH3:6])([CH2:7][CH3:8])[C:13]([F:14])([F:15])[F:16].